From a dataset of the Open Reaction Database (ORD), a public repository of structured organic reaction records. describe an organic reaction: reactants, conditions, products, and yield The reactants are COC(=O)C=1N(C(C2=CC=C(C=C2C1C1=CC=CC=C1)Br)=O)CC1=CC=C(C=C1)CSC1=CC=C(C=C1)C(=O)OC (6-bromo-2-[4-(4-methoxycarbonylphenylsulfanylmethyl)benzyl]-1-oxo-4-phenyl-1,2-dihydroisoquinoline-3-carboxylic acid methyl ester), ClC1=CC(=CC=C1)C(=O)OO (3-chloroperbenzoic acid). Solvent: ClCCl (dichloromethane), ClCCl (dichloromethane). The product is COC(=O)C=1N(C(C2=CC=C(C=C2C1C1=CC=CC=C1)Br)=O)CC1=CC=C(C=C1)CS(=O)C1=CC=C(C=C1)C(=O)OC (6-bromo-2-[4-(4-methoxycarbonylbenzenesulfinylmethyl)benzyl]-1-oxo-4-phenyl-1,2-dihydroisoquinoline-3-carboxylic acid methyl ester). Isolated yield 49.0%. Reaction SMILES: [CH3:1][O:2][C:3]([C:5]1[N:6]([CH2:23][C:24]2[CH:29]=[CH:28][C:27]([CH2:30][S:31][C:32]3[CH:37]=[CH:36][C:35]([C:38]([O:40][CH3:41])=[O:39])=[CH:34][CH:33]=3)=[CH:26][CH:25]=2)[C:7](=[O:22])[C:8]2[C:13]([C:14]=1[C:15]1[CH:20]=[CH:19][CH:18]=[CH:17][CH:16]=1)=[CH:12][C:11]([Br:21])=[CH:10][CH:9]=2)=[O:4].ClC1C=CC=C(C(OO)=[O:50])C=1>ClCCl>[CH3:1][O:2][C:3]([C:5]1[N:6]([CH2:23][C:24]2[CH:29]=[CH:28][C:27]([CH2:30][S:31]([C:32]3[CH:33]=[CH:34][C:35]([C:38]([O:40][CH3:41])=[O:39])=[CH:36][CH:37]=3)=[O:50])=[CH:26][CH:25]=2)[C:7](=[O:22])[C:8]2[C:13]([C:14]=1[C:15]1[CH:16]=[CH:17][CH:18]=[CH:19][CH:20]=1)=[CH:12][C:11]([Br:21])=[CH:10][CH:9]=2)=[O:4]. Reported procedure: To a solution of 6-bromo-2-[4-(4-methoxycarbonylphenylsulfanylmethyl)benzyl]-1-oxo-4-phenyl-1,2-dihydroisoquinoline-3-carboxylic acid methyl ester (189 mg) in dichloromethane (20 ml) was added 3-chloroperbenzoic acid (74 mg) under ice-cooling and the mixture was stirred under ice-cooling for 1 hr. The mixture was diluted with dichloromethane, washed with saturated aqueous sodium hydrogen carbonate solution and saturated brine and dried by adding sodium sulfate. The solvent was evaporated under r... The reactants are CC1=C(C=C(C=C1)NC(=O)OCC1=CC=CC=C1)C1CCN(CC1)CC1=CC=C(C=C1)OC1=C(C=C(C(=C1)F)F)F (N-[4-methyl-3-(1-{[4-(2,4,5-trifluorophenoxy)phenyl]methyl}(4-piperidyl))phenyl](phenylmethoxy)carboxamide). The reagents and catalysts are [Pd] (palladium on carbon). Solvent: C(C)O (ethanol). Yields the product CC1=C(C=C(C=C1)N)C1CCN(CC1)CC1=CC=C(C=C1)OC1=C(C=C(C(=C1)F)F)F (4-methyl-3-(1-{[4-(2,4,5-trifluorophenoxy)phenyl]methyl}(4-piperidyl))phenylamine). Yield: 100.2%. Reaction SMILES: [CH3:1][C:2]1[CH:7]=[CH:6][C:5]([NH:8]C(OCC2C=CC=CC=2)=O)=[CH:4][C:3]=1[CH:19]1[CH2:24][CH2:23][N:22]([CH2:25][C:26]2[CH:31]=[CH:30][C:29]([O:32][C:33]3[CH:38]=[C:37]([F:39])[C:36]([F:40])=[CH:35][C:34]=3[F:41])=[CH:28][CH:27]=2)[CH2:21][CH2:20]1>C(O)C.[Pd]>[CH3:1][C:2]1[CH:7]=[CH:6][C:5]([NH2:8])=[CH:4][C:3]=1[CH:19]1[CH2:20][CH2:21][N:22]([CH2:25][C:26]2[CH:27]=[CH:28][C:29]([O:32][C:33]3[CH:38]=[C:37]([F:39])[C:36]([F:40])=[CH:35][C:34]=3[F:41])=[CH:30][CH:31]=2)[CH2:23][CH2:24]1. Reported procedure: N-[4-methyl-3-(1-{[4-(2,4,5-trifluorophenoxy)phenyl]methyl}(4-piperidyl))phenyl](phenylmethoxy)carboxamide (4.88 g, 8.68 mmol) was dissolved in ethanol (150 mL) and hydrogenated over palladium on carbon (10%, 980 mg) for 2.5 h. The reaction mixture was filtered through celite filter aid, washing with ethanol and the filtrate was concentrated in vacuo. Flash column chromatography (silica gel 60) eluting with cyclohexane:ethyl acetate (1:1 then 1:4) provided 4-methyl-3-(1-{[4-(2,4,5-trifluoropheno... Starting materials: C(CCCCCCCC=C)O (9-Decen-1-ol), C1(\C=C/C(=O)O1)=O (maleic anhydride), C1(=CC=C(C=C1)S(=O)(=O)O)C (p-toluenesulfonic acid), C1(=CC=CC=C1)C (toluene). Product: C(\C=C/C(=O)OCCCCCCCCC=C)(=O)OCCCCCCCCC=C (Di(9-decen-1-yl) Maleate). As a reaction SMILES: [CH2:1]([OH:11])[CH2:2][CH2:3][CH2:4][CH2:5][CH2:6][CH2:7][CH2:8][CH:9]=[CH2:10].[C:12]1(=[O:18])[O:17][C:15](=[O:16])[CH:14]=[CH:13]1.[C:19]1([CH3:29])[CH:24]=[CH:23][C:22](S(O)(=O)=O)=[CH:21][CH:20]=1.[C:30]1(C)[CH:35]=CC=C[CH:31]=1>>[C:15]([O:17][CH2:31][CH2:30][CH2:35][CH2:29][CH2:19][CH2:24][CH2:23][CH2:22][CH:21]=[CH2:20])(=[O:16])/[CH:14]=[CH:13]\[C:12]([O:11][CH2:1][CH2:2][CH2:3][CH2:4][CH2:5][CH2:6][CH2:7][CH2:8][CH:9]=[CH2:10])=[O:18]. Procedure details: 9-Decen-1-ol (Rosalva) in the amount of 50.00 g (0.320 mol) and maleic anhydride in the amount of 12.55 g (0.128 mol), toluene in the amount of 200 ml, and p-toluenesulfonic acid in the amount of 1.24 g (6.40 mmol) were combined in a flask fitted with a condenser, Dean-Stark trap, and argon inlet. The mixture was heated to reflux for 18 h. The cooled mixture was concentrated by rotary evaporation and then stripped by Kugelrohr distillation to remove excess alcohol. Purity of the product was dete... Starting materials: CC1=C(C=CC=C1)OC (2-methylanisole), C(C(=C)C)(=O)O (methacrylic acid), ice water. Run in CS(=O)(=O)O.O=P12OP3(=O)OP(=O)(O1)OP(=O)(O2)O3 (Eaton reagent). Conditions: time 30 minute. Yields the product COC=1C=C2CC(C(C2=CC1C)=O)C (5-Methoxy-2,6-dimethyl-1-indanone). Reaction SMILES: [CH3:1][C:2]1[CH:7]=[CH:6][CH:5]=[CH:4][C:3]=1[O:8][CH3:9].[C:10](O)(=[O:14])[C:11]([CH3:13])=[CH2:12]>CS(O)(=O)=O.O=P12OP3(OP(OP(O3)(O1)=O)(=O)O2)=O>[CH3:9][O:8][C:3]1[CH:4]=[C:5]2[C:6](=[CH:7][C:2]=1[CH3:1])[C:10](=[O:14])[CH:11]([CH3:13])[CH2:12]2 |f:2.3|. Procedure details: A mixture of 2-methylanisole (30 g, 0.25 mol) and methacrylic acid (27 g, 0.31 mol) was added at 60° C. to a well stirred Eaton reagent (69 g P2O5 and 350 mL of methanesulfonic acid). After 30 min of stirring the reaction mixture was cooled, poured into ice water, and filtered. The residue was recrystallized from hexane/benzene (10:1). Yield=22 g (46%). Reactants: CCCCCCCCCCCC[Si](C)(C)CCCNc1ccc(C(=O)OCC)cc1, COCCO, CC(=O)O, Cc1ccccc1, [K+], [OH-], O. Product: CCCCCCCCCCCC[Si](C)(C)CCCNc1ccc(C(=O)O)cc1. As a reaction SMILES: [CH2:1]([CH3:2])[O:3][C:4]([c:5]1[cH:6][cH:7][c:8]([NH:11][CH2:12][CH2:13][CH2:14][Si:15]([CH2:16][CH2:17][CH2:18][CH2:19][CH2:20][CH2:21][CH2:22][CH2:23][CH2:24][CH2:25][CH2:26][CH3:27])([CH3:28])[CH3:29])[cH:9][cH:10]1)=[O:30].[CH3:31][O:32][CH2:33][CH2:34][OH:35].[CH3:38][C:39](=[O:40])[OH:41].[CH3:43][c:44]1[cH:45][cH:46][cH:47][cH:48][cH:49]1.[K+:37].[OH-:36].[OH2:42]>>[O:3]=[C:4]([c:5]1[cH:6][cH:7][c:8]([NH:11][CH2:12][CH2:13][CH2:14][Si:15]([CH2:16][CH2:17][CH2:18][CH2:19][CH2:20][CH2:21][CH2:22][CH2:23][CH2:24][CH2:25][CH2:26][CH3:27])([CH3:28])[CH3:29])[cH:9][cH:10]1)[OH:30].